From a dataset of the Open Reaction Database (ORD), a public repository of structured organic reaction records. describe an organic reaction: reactants, conditions, products, and yield Reactants: Oc1cc2ncnc(Nc3ccc(F)c(Cl)c3)c2cc1OCc1ccccc1, CCOC(=O)N=NC(=O)OCC, C1CCOC1, OC1CCOC1, c1ccc(P(c2ccccc2)c2ccccc2)cc1. Product: Fc1ccc(Nc2ncnc3cc(OC4CCOC4)c(OCc4ccccc4)cc23)cc1Cl. As a reaction SMILES: [Cl:13][c:14]1[cH:15][c:16]([NH:21][c:22]2[n:23][cH:24][n:25][c:26]3[cH:27][c:28]([OH:40])[c:29]([O:32][CH2:33][c:34]4[cH:35][cH:36][cH:37][cH:38][cH:39]4)[cH:30][c:31]23)[cH:17][cH:18][c:19]1[F:20].[O:1]=[C:2]([O:3][CH2:4][CH3:5])[N:6]=[N:7][C:8]([O:9][CH2:10][CH3:11])=[O:12].[O:66]1[CH2:67][CH2:68][CH2:69][CH2:70]1.[OH:41][CH:42]1[CH2:43][O:44][CH2:45][CH2:46]1.[c:47]1([P:48]([c:49]2[cH:50][cH:51][cH:52][cH:53][cH:54]2)[c:55]2[cH:56][cH:57][cH:58][cH:59][cH:60]2)[cH:61][cH:62][cH:63][cH:64][cH:65]1>>[Cl:13][c:14]1[cH:15][c:16]([NH:21][c:22]2[n:23][cH:24][n:25][c:26]3[cH:27][c:28]([O:40][CH:42]4[CH2:43][O:44][CH2:45][CH2:46]4)[c:29]([O:32][CH2:33][c:34]4[cH:35][cH:36][cH:37][cH:38][cH:39]4)[cH:30][c:31]23)[cH:17][cH:18][c:19]1[F:20]. The reactants are CN(C)C=NOC(CCOCc1ccccc1)COCc1ccccc1, CO, Cl, N#CC(N)C(N)=O. The product is N#CC(NC=NOC(CCOCc1ccccc1)COCc1ccccc1)C(N)=O. RXN SMILES: [CH2:9]([c:10]1[cH:11][cH:12][cH:13][cH:14][cH:15]1)[O:16][CH2:17][CH:18]([CH2:19][CH2:20][O:21][CH2:22][c:23]1[cH:24][cH:25][cH:26][cH:27][cH:28]1)[O:29][N:30]=[CH:31][N:32]([CH3:33])[CH3:34].[CH3:35][OH:36].[ClH:1].[NH2:2][CH:3]([C:4](=[O:5])[NH2:6])[C:7]#[N:8]>>[NH:2]([CH:3]([C:4](=[O:5])[NH2:6])[C:7]#[N:8])[CH:31]=[N:30][O:29][CH:18]([CH2:17][O:16][CH2:9][c:10]1[cH:11][cH:12][cH:13][cH:14][cH:15]1)[CH2:19][CH2:20][O:21][CH2:22][c:23]1[cH:24][cH:25][cH:26][cH:27][cH:28]1. Starting materials: CCOC1CCC(N2CCC(N)CC2)CC1, CN(C)C=O, CCN(C(C)C)C(C)C, Cc1ccc([N+](=O)[O-])c(F)c1. Product: CCOC1CCC(N2CCC(Nc3cc(C)ccc3[N+](=O)[O-])CC2)CC1. As a reaction SMILES: [CH2:1]([CH3:2])[O:3][CH:4]1[CH2:5][CH2:6][CH:7]([N:10]2[CH2:11][CH2:12][CH:13]([NH2:16])[CH2:14][CH2:15]2)[CH2:8][CH2:9]1.[CH3:37][N:38]([CH3:39])[CH:40]=[O:41].[CH:17]([N:18]([CH:19]([CH3:20])[CH3:21])[CH2:22][CH3:23])([CH3:24])[CH3:25].[F:26][c:27]1[cH:28][c:29]([CH3:36])[cH:30][cH:31][c:32]1[N+:33](=[O:34])[O-:35]>>[CH2:1]([CH3:2])[O:3][CH:4]1[CH2:5][CH2:6][CH:7]([N:10]2[CH2:11][CH2:12][CH:13]([NH:16][c:27]3[cH:28][c:29]([CH3:36])[cH:30][cH:31][c:32]3[N+:33](=[O:34])[O-:35])[CH2:14][CH2:15]2)[CH2:8][CH2:9]1. Starting materials: O1CCCC1 (tetrahydrofuran), O1CCCC=C1 (3,4-dihydro-2H-pyran), O.C1(=CC=C(C=C1)S(=O)(=O)O)C (p-toluenesulfonic acid monohydrate), O[C@H]1C[C@@H](CC2=CC[C@H]3[C@@H]4CCC([C@@]4(C)CC[C@@H]3[C@@]12C)=O)O (1α,3β-dihydroxyandrost-5-en-17-one). The solvent is C(Cl)Cl (methylene chloride). Product: O1C(CCCC1)O[C@H]1C[C@@H](CC2=CC[C@H]3[C@@H]4CCC([C@@]4(C)CC[C@@H]3[C@@]12C)=O)OC1OCCCC1 ([1α,3β]-1,3-bis[(tetrahydro-2H-pyran-2-yl)oxy]androst-5-en-17-one). As a reaction SMILES: [OH:1][C@@H:2]1[C@@:19]2([CH3:20])[C:6](=[CH:7][CH2:8][C@@H:9]3[C@@H:18]2[CH2:17][CH2:16][C@@:14]2([CH3:15])[C@H:10]3[CH2:11][CH2:12][C:13]2=[O:21])[CH2:5][C@@H:4]([OH:22])[CH2:3]1.[O:23]1[CH2:27][CH2:26][CH2:25][CH2:24]1.[O:28]1[CH:33]=[CH:32][CH2:31][CH2:30][CH2:29]1.O.[C:35]1(C)C=CC(S(O)(=O)=O)=CC=1>C(Cl)Cl>[O:23]1[CH2:27][CH2:26][CH2:25][CH2:24][CH:35]1[O:1][C@@H:2]1[C@@:19]2([CH3:20])[C:6](=[CH:7][CH2:8][C@@H:9]3[C@@H:18]2[CH2:17][CH2:16][C@@:14]2([CH3:15])[C@H:10]3[CH2:11][CH2:12][C:13]2=[O:21])[CH2:5][C@@H:4]([O:22][CH:33]2[CH2:32][CH2:31][CH2:30][CH2:29][O:28]2)[CH2:3]1 |f:3.4|. Procedure details: A mixture of 0.91 g (0.0030 mol) of 1α,3β-dihydroxyandrost-5-en-17-one [R. M. Dodson, A. H. Goldkamp and R. D. Muir, J. Amer. Chem. Soc., 82, 4026 (1960)], 15 mL of tetrahydrofuran, 1.26 g (0.015 mol) of 3,4-dihydro-2H-pyran and 0.028 g of p-toluenesulfonic acid monohydrate was stirred at 25° for 18 hr. The mixture was diluted with methylene chloride. This solution was then washed with saturated aqueous sodium bicarbonate solution. The organic phase was dried over anhydrous magnesium sulfate, fi... Starting materials: COC(=O)C(Nc1ccc(C(=N)NO)cc1)c1cc(Cl)cc(Cl)c1OCC(=O)OC(C)(C)C, C1CCOC1, [Li+], [Li+], O=C([O-])[O-], O. Product: CC(C)(C)OC(=O)COc1c(Cl)cc(Cl)cc1C(Nc1ccc(C(=N)NO)cc1)C(=O)O. As a reaction SMILES: [C:7]([CH3:8])([CH3:9])([CH3:10])[O:11][C:12](=[O:13])[CH2:14][O:15][c:16]1[c:17]([CH:24]([C:25](=[O:26])[O:27][CH3:28])[NH:29][c:30]2[cH:31][cH:32][c:33]([C:36]([NH:37][OH:38])=[NH:39])[cH:34][cH:35]2)[cH:18][c:19]([Cl:23])[cH:20][c:21]1[Cl:22].[CH2:40]1[O:41][CH2:42][CH2:43][CH2:44]1.[Li+:1].[Li+:2].[O-:3][C:4](=[O:5])[O-:6].[OH2:45]>>[C:7]([CH3:8])([CH3:9])([CH3:10])[O:11][C:12](=[O:13])[CH2:14][O:15][c:16]1[c:17]([CH:24]([C:25](=[O:26])[OH:27])[NH:29][c:30]2[cH:31][cH:32][c:33]([C:36]([NH:37][OH:38])=[NH:39])[cH:34][cH:35]2)[cH:18][c:19]([Cl:23])[cH:20][c:21]1[Cl:22]. Starting materials: Cl (hydrogen chloride), C1(=CC=CC=C1)C1[N@@](C1)[C@H](CCC1=CC=C(C(=O)N)C=C1)C (p-[(S)-3-[(S)-2-phenyl-1-aziridinyl]butyl]benzamide). Solvent: C(C)(=O)OCC (ethyl acetate), C(C)(=O)OCC (ethyl acetate). Product: Cl.Cl.C1(=CC=CC=C1)C1[N@@](C1)[C@H](CCC1=CC=C(C(=O)N)C=C1)C (p-[(S)-3-[(S)-2-phenyl-1-aziridinyl]butyl]benzamide dihydrochloride). As a reaction SMILES: [ClH:1].[C:2]1([CH:8]2[CH2:10][N@:9]2[C@@H:11]([CH3:23])[CH2:12][CH2:13][C:14]2[CH:22]=[CH:21][C:17]([C:18]([NH2:20])=[O:19])=[CH:16][CH:15]=2)[CH:7]=[CH:6][CH:5]=[CH:4][CH:3]=1>C(OCC)(=O)C>[ClH:1].[ClH:1].[C:2]1([CH:8]2[CH2:10][N@:9]2[C@@H:11]([CH3:23])[CH2:12][CH2:13][C:14]2[CH:15]=[CH:16][C:17]([C:18]([NH2:20])=[O:19])=[CH:21][CH:22]=2)[CH:3]=[CH:4][CH:5]=[CH:6][CH:7]=1 |f:3.4.5|. Reported procedure: A solution of 0.87 g of hydrogen chloride in 20 ml of ethyl acetate was added dropwise at 5°, while stirring, to a solution of 3.1 g of p-[(S)-3-[(S)-2-phenyl-1-aziridinyl]butyl]benzamide in 150 ml of ethyl acetate. The precipitate was filtered off under suction and recrystallized from methanol/ether. There was obtained pure p-[(S)-3-[(S)-2-phenyl-1-aziridinyl]butyl]benzamide dihydrochloride of melting point 186°-188°. Reactants: CNC(=O)NC1=CC(=C(C=C1)C)Cl (N-methyl-N'-(3-chloro-4-methylphenyl)-urea), water ice hydrochloric acid, C(C)SSCC (diethyl disulfide), S(=O)(=O)(Cl)Cl (sulfuryl chloride). Run in N1=CC=CC=C1 (pyridine). Conditions: temperature -40 celsius, time 2 hour. The product is C(C)SCl (Ethane sulfenyl chloride), CN(C(=O)NC1=CC(=C(C=C1)C)Cl)SCC (N-methyl-N-ethylthio-N'-(3-chloro-4-methylphenyl)-urea). Yield: 29.1%. Reaction SMILES: [CH2:1]([S:3][S:4][CH2:5][CH3:6])[CH3:2].S(Cl)([Cl:10])(=O)=O.[CH3:12][NH:13][C:14]([NH:16][C:17]1[CH:22]=[CH:21][C:20]([CH3:23])=[C:19]([Cl:24])[CH:18]=1)=[O:15]>N1C=CC=CC=1>[CH2:1]([S:3][Cl:10])[CH3:2].[CH3:12][N:13]([S:4][CH2:5][CH3:6])[C:14]([NH:16][C:17]1[CH:22]=[CH:21][C:20]([CH3:23])=[C:19]([Cl:24])[CH:18]=1)=[O:15]. Procedure details: Ethane sulfenyl chloride was prepared extemporaneously as in Example 9 from 68 g of diethyl disulfide and 67 g of sulfuryl chloride, cooled to -40° C. and a solution of 51.5 g of N-methyl-N'-(3-chloro-4-methylphenyl)-urea in 800 ml of pyridine were added thereto. The mixture was allowed to come to a temperature of -20° C. and was stirred for 11/2 hours at -20° C. The mixture was poured into a water-ice-hydrochloric acid mixture and was then extracted with methylene chloride. The organic phase wa... Reactants: FC1=C(C=CC(=C1)F)C(=O)C1CC2CCC(C1)N2C ((2,4-difluorophenyl)(8-methyl-8-azabicyclo[3.2.1 ]octan-3-yl)methanone), Cl.NO (hydroxylamine hydrochloride), C(C)(=O)[O-].[NH4+] (ammonium acetate). Solvent: C(C)O.O (ethanol water). Yields the product Cl.FC1=C(C=CC(=C1)F)\C(=N/O)\C1CC2CCC(C1)N2C (Z-(2,4-Difluorophenyl)(8-Methyl-8-Azabicyclo[3.2.1]Octan-3-Yl)Methanone Oxime Hydrochloride). Reaction SMILES: [F:1][C:2]1[CH:7]=[C:6]([F:8])[CH:5]=[CH:4][C:3]=1[C:9]([CH:11]1[CH2:17][CH:16]2[N:18]([CH3:19])[CH:13]([CH2:14][CH2:15]2)[CH2:12]1)=O.[ClH:20].[NH2:21][OH:22].C([O-])(=O)C.[NH4+]>C(O)C.O>[ClH:20].[F:1][C:2]1[CH:7]=[C:6]([F:8])[CH:5]=[CH:4][C:3]=1/[C:9](/[CH:11]1[CH2:17][CH:16]2[N:18]([CH3:19])[CH:13]([CH2:14][CH2:15]2)[CH2:12]1)=[N:21]\[OH:22] |f:1.2,3.4,5.6,7.8|. Procedure details: A mixture of (2,4-difluorophenyl)(8-methyl-8-azabicyclo[3.2.1 ]octan-3-yl)methanone (20 g), hydroxylamine hydrochloride (10.6 g) and ammonium acetate (18.7 g) was heated in 67.5 ml of refluxing ethanol-water (3.2 mixture) for 19 hours. The mixture was concentrated to approximately half of its original volume, and the precipitated solid (21.3 g) was collected. Reactants: CN1N=CC(=C1)C=1C=2N(C=CN1)N=C(N2)NC2=CC=C(C=C2)C2(CC2)C#N (1-{4-[8-(1-Methyl-1H-pyrazol-4-yl)-[1,2,4]triazolo[1,5-a]pyrazin-2-ylamino]-phenyl}-cyclopropanecarbonitrile), C([O-])([O-])=O.[K+].[K+] (potassiumcarbonate), CS(=O)C (DMSO), solution, CS(=O)C (DMSO), solution. The solvent is CO (methanol). Run at time 5 hour. Yields the product CN1N=CC(=C1)C=1C=2N(C=CN1)N=C(N2)NC2=CC=C(C=C2)C2(CC2)C(=O)N (1-{4-[8-(1-methyl-1H-pyrazol-4-yl)-[1,2,4]triazolo[1,5-a]pyrazin-2-ylamino]-phenyl}-cyclopropanecarboxylic acid amide). As a reaction SMILES: [CH3:1][N:2]1[CH:6]=[C:5]([C:7]2[C:8]3[N:9]([N:13]=[C:14]([NH:16][C:17]4[CH:22]=[CH:21][C:20]([C:23]5([C:26]#[N:27])[CH2:25][CH2:24]5)=[CH:19][CH:18]=4)[N:15]=3)[CH:10]=[CH:11][N:12]=2)[CH:4]=[N:3]1.C(=O)([O-])[O-:29].[K+].[K+].CS(C)=O>CO>[CH3:1][N:2]1[CH:6]=[C:5]([C:7]2[C:8]3[N:9]([N:13]=[C:14]([NH:16][C:17]4[CH:22]=[CH:21][C:20]([C:23]5([C:26]([NH2:27])=[O:29])[CH2:25][CH2:24]5)=[CH:19][CH:18]=4)[N:15]=3)[CH:10]=[CH:11][N:12]=2)[CH:4]=[N:3]1 |f:1.2.3|. Procedure details: 1-{4-[8-(1-Methyl-1H-pyrazol-4-yl)-[1,2,4]triazolo[1,5-a]pyrazin-2-ylamino]-phenyl}-cyclopropanecarbonitrile is dissolved in methanol before potassiumcarbonate (5 eq.), DMSO (3.5 eq) and hydrogeneperoxide (30% solution, 5.eq) are added. The mixture is stirred for 5 h and monitored via LCMS MS. DMSO (3.5 eq) and hydrogeneperoxide (30% solution, 5.eq) ares added and the mixture iss stirred at rt for 16 h. The mixture is concentrated and the crude material purified via column chromatographie. LCMS ... Starting materials: acid chloride, CC1(CCOCC1)C=CC(=O)O (3-(4-methyl-tetrahydro-pyran-4-yl)-acrylic acid), [N+](=O)([O-])C=1C=C(C=CC1N)C1=C(C=CC=C1)C(F)(F)F (3-nitro-2′-trifluoromethyl-biphenyl-4-ylamine). Product: CC1(CCOCC1)/C=C/C1=NC2=C(N1)C=CC(=C2)C2=C(C=CC=C2)C(F)(F)F ((E)-2-[2-(4-Methyl-tetrahydro-pyran-4-yl)-vinyl]-5-(2-trifluoromethyl-phenyl)-1H-benzimidazole). RXN SMILES: [CH3:1][C:2]1([CH:8]=[CH:9][C:10](O)=O)[CH2:7][CH2:6][O:5][CH2:4][CH2:3]1.[N+:13]([C:16]1[CH:17]=[C:18]([C:23]2[CH:28]=[CH:27][CH:26]=[CH:25][C:24]=2[C:29]([F:32])([F:31])[F:30])[CH:19]=[CH:20][C:21]=1[NH2:22])([O-])=O>>[CH3:1][C:2]1(/[CH:8]=[CH:9]/[C:10]2[NH:22][C:21]3[CH:20]=[CH:19][C:18]([C:23]4[CH:28]=[CH:27][CH:26]=[CH:25][C:24]=4[C:29]([F:30])([F:31])[F:32])=[CH:17][C:16]=3[N:13]=2)[CH2:7][CH2:6][O:5][CH2:4][CH2:3]1. Procedure details: (E)-2-[2-(4-Methyl-tetrahydro-pyran-4-yl)-vinyl]-5-(2-trifluoromethyl-phenyl)-1H-benzimidazole was prepared from the acid chloride of 3-(4-methyl-tetrahydro-pyran-4-yl)-acrylic acid (prepared as in STEP B above) and 3-nitro-2′-trifluoromethyl-biphenyl-4-ylamine (prepared as described in Example 3, STEP A) following the procedure as described in Example 8, STEP C.